describe an organic reaction: reactants, conditions, products, and yield From a dataset of the Open Reaction Database (ORD), a public repository of structured organic reaction records. Starting materials: [NH4+] (Ammonium), C(C)(C)(C)OC(=O)OC(=O)OC(C)(C)C (di-tert-butyl-dicarbonate), N1=CC=CC=C1 (pyridine), C(=O)(OCC1C2=CC=CC=C2C2=CC=CC=C12)N[C@@H](CC1=CC=C(C=C1)OC(C)(C)C)C(=O)O (N-Fmoc-O-tert-butyl-tyrosine). The solvent is C(C)NCC (diethylamine), ClCCl (dichloromethane), O1CCOCC1 (dioxane), C(C)(=O)OCC (ethyl acetate). Run at time 12 hour. Product: C(C)(C)(C)OC1=CC=C(C[C@H](N)C(=O)N)C=C1 (O-(tert-butyl)tyrosinamide). Yield: 81.0%. RXN SMILES: C([NH:18][C@H:19]([C:32]([OH:34])=O)[CH2:20][C:21]1[CH:26]=[CH:25][C:24]([O:27][C:28]([CH3:31])([CH3:30])[CH3:29])=[CH:23][CH:22]=1)(OCC1C2C(=CC=CC=2)C2C1=CC=CC=2)=O.[NH4+].C(OC(OC(OC(C)(C)C)=O)=O)(C)(C)C.[N:51]1C=CC=CC=1>O1CCOCC1.C(OCC)(=O)C.ClCCl.C(NCC)C>[C:28]([O:27][C:24]1[CH:25]=[CH:26][C:21]([CH2:20][C@@H:19]([C:32]([NH2:51])=[O:34])[NH2:18])=[CH:22][CH:23]=1)([CH3:31])([CH3:30])[CH3:29]. Procedure: N-Fmoc-O-tert-butyl-tyrosine (3.27 g, 7.12 mmol) was dissolved in dioxane (15 mL). Ammonium hydrogenocarbonate (732 mg, 9.26 mmol), di-tert-butyl-dicarbonate (2.02 g, 9.26 mmol) and pyridine (0.4 mL) were added and the mixture was stirred under nitrogen atmosphere at room temperature for 12 h. It was then diluted with ethyl acetate and the organic phase was washed with brine (2×), 5% sulfuric acid (1×) and brine again. It was dried over magnesium sulfate and concentrated. The crude thus obtained... Starting materials: OC1=C(C=C(C=C1)O)C(C)=O (2',5'-dihydroxyacetophenone), ClC1=CC=C(C(=O)Cl)C=C1 (4-chlorobenzoyl chloride), BrCCCCCCCl (1-bromo-6-chlorohexane), OC1CCNCC1 (4-hydroxypiperidine). Product: ClC1=CC=C(C=C1)C=1OC2=C(C(C1)=O)C=C(C=C2)OCCCCCCN2CCC(CC2)O (2-(4-Chlorophenyl)-6-[6-(4-hydroxypiperidinyl)hexoxy1-4H-1-benzopyran-4-one). Reaction SMILES: [OH:1][C:2]1[CH:7]=[CH:6][C:5]([OH:8])=[CH:4][C:3]=1[C:9](=[O:11])[CH3:10].[Cl:12][C:13]1[CH:21]=[CH:20][C:16]([C:17](Cl)=O)=[CH:15][CH:14]=1.Br[CH2:23][CH2:24][CH2:25][CH2:26][CH2:27][CH2:28]Cl.[OH:30][CH:31]1[CH2:36][CH2:35][NH:34][CH2:33][CH2:32]1>>[Cl:12][C:13]1[CH:21]=[CH:20][C:16]([C:17]2[O:1][C:2]3[CH:7]=[CH:6][C:5]([O:8][CH2:23][CH2:24][CH2:25][CH2:26][CH2:27][CH2:28][N:34]4[CH2:35][CH2:36][CH:31]([OH:30])[CH2:32][CH2:33]4)=[CH:4][C:3]=3[C:9](=[O:11])[CH:10]=2)=[CH:15][CH:14]=1. Procedure details: The compound was prepared by a method similar to Example 11 from 2',5'-dihydroxyacetophenone, 4-chlorobenzoyl chloride, 1-bromo-6-chlorohexane, and 4-hydroxypiperidine: mp 127°-128° C. Reactants: BrC=1C=C2C=NN=C(C2=CC1)N1CCNCC1 (6-bromo-1-(piperazin-1-yl)phthalazine), C1(CC1)NC(C1=CC(=C(C=C1)C)B1OC(C(O1)(C)C)(C)C)=O (N-cyclopropyl-4-methyl-3-(4,4,5,5-tetramethyl-1,3,2-dioxaborolan-2-yl)benzamide), C([O-])([O-])=O.[K+].[K+] (potassium carbonate). Reagents/catalysts: C=1C=CC(=CC1)[P](C=2C=CC=CC2)(C=3C=CC=CC3)[Pd]([P](C=4C=CC=CC4)(C=5C=CC=CC5)C=6C=CC=CC6)([P](C=7C=CC=CC7)(C=8C=CC=CC8)C=9C=CC=CC9)[P](C=1C=CC=CC1)(C=1C=CC=CC1)C=1C=CC=CC1 (tetrakis(triphenylphosphine)palladium). The solvent is COCCOC.CCO (DME EtOH). Reaction conditions: temperature 90 celsius, time 2 hour. Product: C1(CC1)NC(C1=CC(=C(C=C1)C)C=1C=C2C=NN=C(C2=CC1)N1CCNCC1)=O (N-cyclopropyl-4-methyl-3-(1-(piperazin-1-yl)phthalazin-6-yl)benzamide). Isolated yield 88.1%. RXN SMILES: Br[C:2]1[CH:3]=[C:4]2[C:9](=[CH:10][CH:11]=1)[C:8]([N:12]1[CH2:17][CH2:16][NH:15][CH2:14][CH2:13]1)=[N:7][N:6]=[CH:5]2.[CH:18]1([NH:21][C:22](=[O:39])[C:23]2[CH:28]=[CH:27][C:26]([CH3:29])=[C:25](B3OC(C)(C)C(C)(C)O3)[CH:24]=2)[CH2:20][CH2:19]1.C(=O)([O-])[O-].[K+].[K+]>COCCOC.CCO.C1C=CC([P]([Pd]([P](C2C=CC=CC=2)(C2C=CC=CC=2)C2C=CC=CC=2)([P](C2C=CC=CC=2)(C2C=CC=CC=2)C2C=CC=CC=2)[P](C2C=CC=CC=2)(C2C=CC=CC=2)C2C=CC=CC=2)(C2C=CC=CC=2)C2C=CC=CC=2)=CC=1>[CH:18]1([NH:21][C:22](=[O:39])[C:23]2[CH:28]=[CH:27][C:26]([CH3:29])=[C:25]([C:2]3[CH:3]=[C:4]4[C:9](=[CH:10][CH:11]=3)[C:8]([N:12]3[CH2:17][CH2:16][NH:15][CH2:14][CH2:13]3)=[N:7][N:6]=[CH:5]4)[CH:24]=2)[CH2:19][CH2:20]1 |f:2.3.4,5.6,^1:58,60,79,98|. Procedure: A mixture of 6-bromo-1-(piperazin-1-yl)phthalazine (0.12g, 0.41 mmol), N-cyclopropyl-4-methyl-3-(4,4,5,5-tetramethyl-1,3,2-dioxaborolan-2-yl)benzamide (0.12g, 0.41 mmol), tetrakis(triphenylphosphine)palladium (24mg, 0.0205 mmol) and 2 M potassium carbonate (0.7 mL, 1.4 mmol) in 5 mL DME/EtOH (4:1) was stirred at 90° C. for 2 h. The mixture was directly purified via flash chromatography (silica gel) with a gradient of 2% 2 M ammonia in MeOH/DCM to 10% 2 M ammonia in MeOH/DCM to give the title com... Starting materials: CS(=O)(=O)Cl (Methanesulphonyl chloride), ClC=1C=CC(=C(CN(CC)C2=CC=C(N=N2)C(=O)O)C1)OCC(C)C (6-[N-(5-Chloro-2-(2-methylpropoxy )benzyl)-N-ethylamino]pyridazine-3-carboxylic acid), N1=CC=CC=C1 (pyridine), CS(=O)(=O)Cl (Methanesulphonyl chloride). Conditions: temperature 4 celsius, time 1.5 hour. Product: ClC=1C=CC(=C(CN(CC)C2=CC=C(N=N2)C#N)C1)OCC(C)C (6-[N-(5-Chloro-2-(2-methylpropoxy)benzyl)-N-ethylamino]-3-cyanopyridazine). Reaction SMILES: [Cl:1][C:2]1[CH:3]=[CH:4][C:5]([O:21][CH2:22][CH:23]([CH3:25])[CH3:24])=[C:6]([CH:20]=1)[CH2:7][N:8]([C:11]1[N:16]=[N:15][C:14]([C:17](O)=O)=[CH:13][CH:12]=1)[CH2:9][CH3:10].CS(Cl)(=O)=O.[N:31]1C=CC=CC=1>>[Cl:1][C:2]1[CH:3]=[CH:4][C:5]([O:21][CH2:22][CH:23]([CH3:25])[CH3:24])=[C:6]([CH:20]=1)[CH2:7][N:8]([C:11]1[N:16]=[N:15][C:14]([C:17]#[N:31])=[CH:13][CH:12]=1)[CH2:9][CH3:10]. Reported procedure: 6-[N-(5-Chloro-2-(2-methylpropoxy )benzyl)-N-ethylamino]pyridazine-3-carboxylic acid (example 10) (2.0 g) was dissolved in pyridine (30 ml) under argon and cooled to 4° C. Methanesulphonyl chloride (0.75 ml, 9.7 mmol) was added to the mixture which was stirred at 4° C. for 1.5 hours to give a dark purple solution. Ammonia gas was then bubbled through the solution for 2 minutes to give a dark red solution (exotherm to +15° C.) and the solution evaporated under reduced pressure. The residue was di... Starting materials: CO.C(Cl)Cl (MeOH DCM), [Cl-].[NH4+] (ammonium chloride), BrC1(C(NC=2N=CN=C(C21)Cl)=O)Br (5,5-dibromo-4-chloro-5,7-dihydro-pyrrolo[2,3-d]pyrimidin-6-one). Reagents/catalysts: [Zn] (zinc). The solvent is C1CCOC1 (THF). Conditions: time 20 minute. Product: ClC=1C2=C(N=CN1)NC(C2)=O (4-Chloro-5,7-dihydro-pyrrolo[2,3-d]pyrimidin-6-one). Isolated yield 378.4%. RXN SMILES: Br[C:2]1(Br)[C:10]2[C:9]([Cl:11])=[N:8][CH:7]=[N:6][C:5]=2[NH:4][C:3]1=[O:12].[Cl-].[NH4+].CO.C(Cl)Cl>C1COCC1.[Zn]>[Cl:11][C:9]1[C:10]2[CH2:2][C:3](=[O:12])[NH:4][C:5]=2[N:6]=[CH:7][N:8]=1 |f:1.2,3.4|. Procedure: Add zinc (2 equiv; 12.12 mmol; 792 mg) to a suspension of 5,5-dibromo-4-chloro-5,7-dihydro-pyrrolo[2,3-d]pyrimidin-6-one (6.06 mmol; 1.98 g) in THF (20 mL) and add saturated ammonium chloride aqueous (3 mL) at 20° C. (exothermic). Stir 20 min then filter through Celite®, rinse with THF, wash the organic phase twice with saturated ammonium chloride. Extract combined aqueous layers four times with 100 mL 1:1 THF:EA, wash the combined organic phases with saturated ammonium chloride, dry over MgSO4,... Reaction SMILES: [CH2:1]([O:15][C:16]1[CH:17]=[C:18]([CH:22]=[CH:23][CH:24]=1)[C:19]([OH:21])=O)[CH2:2][CH2:3][CH2:4][CH2:5][CH2:6][CH2:7][CH2:8][CH2:9][CH2:10][CH2:11][CH2:12][CH2:13][CH3:14].[NH:25]([CH2:31][C:32]([O:34][CH3:35])=[O:33])[CH2:26][C:27]([O:29][CH3:30])=[O:28]>>[CH3:35][O:34][C:32](=[O:33])[CH2:31][N:25]([CH2:26][C:27]([O:29][CH3:30])=[O:28])[C:19](=[O:21])[C:18]1[CH:22]=[CH:23][CH:24]=[C:16]([O:15][CH2:1][CH2:2][CH2:3][CH2:4][CH2:5][CH2:6][CH2:7][CH2:8][CH2:9][CH2:10][CH2:11][CH2:12][CH2:13][CH3:14])[CH:17]=1. The reactants are C(CCCCCCCCCCCCC)OC=1C=C(C(=O)O)C=CC1 (3-(tetradecyloxy)benzoic acid), acid chloride, N(CC(=O)OC)CC(=O)OC (dimethyl iminodiacetate). Product: COC(CN(C(C1=CC(=CC=C1)OCCCCCCCCCCCCCC)=O)CC(=O)OC)=O (N-(2-methoxy-2-oxoethyl)-N-[3-(tetradecyloxy)benzoyl]glycine methyl ester). Reported procedure: The conversion of 3-(tetradecyloxy)benzoic acid to the acid chloride followed by treatment with dimethyl iminodiacetate as in Example 1 gave N-(2-methoxy-2-oxoethyl)-N-[3-(tetradecyloxy)benzoyl]glycine methyl ester, mp <23°. The nmr and mass spectra were consistent with the structure.